From a dataset of the Open Reaction Database (ORD), a public repository of structured organic reaction records. describe an organic reaction: reactants, conditions, products, and yield The reactants are [OH-].[Na+] (sodium hydroxide), O (water), P(=O)([O-])([O-])[O-] (phosphate), [OH-].[Na+] (sodium hydroxide), C(C)OC(=O)C1OC2=C(CC1)C=CC(=C2)O (racemic-3,4-dihydro-7-hydroxy-2H-1-benzopyran-2-carboxylic acid ethyl ester), base. Run in O1CCCC1 (tetrahydrofuran). Product: OC1=CC2=C(CC[C@@H](O2)C(=O)OCC)C=C1 ((R)-3,4-dihydro-7-hydroxy-2H-1-benzopyran-2-carboxylic acid, ethyl ester). Isolated yield 35.1%. Reaction SMILES: O.P([O-])([O-])([O-])=O.[CH2:7]([O:9][C:10]([CH:12]1[CH2:17][CH2:16][C:15]2[CH:18]=[CH:19][C:20]([OH:22])=[CH:21][C:14]=2[O:13]1)=[O:11])[CH3:8].[OH-].[Na+]>O1CCCC1>[OH:22][C:20]1[CH:19]=[CH:18][C:15]2[CH2:16][CH2:17][C@H:12]([C:10]([O:9][CH2:7][CH3:8])=[O:11])[O:13][C:14]=2[CH:21]=1 |f:3.4|. Procedure details: A 5 L three-necked flask equipped with a mechanical stirrer, a pH electrode connected to a pH control unit and an addition tube connected to a peristaltic pump, was charged with 2.73 L of deionized water, 682 mL of 0.05M phosphate buffer (pH 7.0) and a solution of 100.0 g (0.45 mol) of racemic-3,4-dihydro-7-hydroxy-2H-1-benzopyran-2-carboxylic acid ethyl ester in 340 mL of tetrahydrofuran. The pH was adjusted to 8 with adequate 1.0N aqueous sodium hydroxide solution, and 9.0 g of Pseudomonas lip...